From a dataset of the Open Reaction Database (ORD), a public repository of structured organic reaction records. describe an organic reaction: reactants, conditions, products, and yield Reactants: NCCOC=1C(=C(COC=2C=CC=C3C=CC(=NC23)C)C(=CC1)Cl)Cl (8-[3-(2-aminoethoxy)-2,6-dichlorobenzyloxy]-2-methylquinoline), N1=CC=CC=C1 (pyridine), C(C)(=O)OC(C)=O (acetic anhydride). Solvent: ClCCl (dichloromethane). Reaction conditions: time 30 minute. Yields the product C(C)(=O)NCCOC=1C(=C(COC=2C=CC=C3C=CC(=NC23)C)C(=CC1)Cl)Cl (8-[3-(2-acetamidoethoxy)-2,6-dichlorobenzyloxy]-2-methylquinoline). Yield: 49.1%. RXN SMILES: [NH2:1][CH2:2][CH2:3][O:4][C:5]1[C:6]([Cl:25])=[C:7]([C:21]([Cl:24])=[CH:22][CH:23]=1)[CH2:8][O:9][C:10]1[CH:11]=[CH:12][CH:13]=[C:14]2[C:19]=1[N:18]=[C:17]([CH3:20])[CH:16]=[CH:15]2.N1C=CC=CC=1.[C:32](OC(=O)C)(=[O:34])[CH3:33]>ClCCl>[C:32]([NH:1][CH2:2][CH2:3][O:4][C:5]1[C:6]([Cl:25])=[C:7]([C:21]([Cl:24])=[CH:22][CH:23]=1)[CH2:8][O:9][C:10]1[CH:11]=[CH:12][CH:13]=[C:14]2[C:19]=1[N:18]=[C:17]([CH3:20])[CH:16]=[CH:15]2)(=[O:34])[CH3:33]. Procedure: To a solution of 8-[3-(2-aminoethoxy)-2,6-dichlorobenzyloxy]-2-methylquinoline (11 mg) in dichloromethane were added pyridine (3.46 g) and acetic anhydride (4.47 mg), and the mixture was stirred for 30 minutes. The reaction mixture concentrated, and the reside was purified by preparative thin-layer chromatography (dichloromethane:methanol=10:1, V/V) to give 8-[3-(2-acetamidoethoxy)-2,6-dichlorobenzyloxy]-2-methylquinoline (6 mg) as an amorphous powder.